Dataset: the Open Reaction Database (ORD), a public repository of structured organic reaction records. Task: describe an organic reaction: reactants, conditions, products, and yield The reactants are C1CO1, C1CCOC1, COc1ccc(-c2ccccc2)c(NC(=O)C(C)(C)C)c1, CC(=O)O, [Li]CCCC, O. The product is COc1ccc(-c2ccccc2)c(NC(=O)C(C)(C)C)c1CCO. Reaction SMILES: [CH2:27]1[CH2:28][O:29]1.[CH2:31]1[O:32][CH2:33][CH2:34][CH2:35]1.[CH3:1][O:2][c:3]1[cH:4][c:5]([NH:15][C:16]([C:17]([CH3:18])([CH3:19])[CH3:20])=[O:21])[c:6](-[c:9]2[cH:10][cH:11][cH:12][cH:13][cH:14]2)[cH:7][cH:8]1.[CH3:36][C:37](=[O:38])[OH:39].[Li:22][CH2:23][CH2:24][CH2:25][CH3:26].[OH2:30]>>[CH3:1][O:2][c:3]1[c:4]([CH2:27][CH2:28][OH:29])[c:5]([NH:15][C:16]([C:17]([CH3:18])([CH3:19])[CH3:20])=[O:21])[c:6](-[c:9]2[cH:10][cH:11][cH:12][cH:13][cH:14]2)[cH:7][cH:8]1. The reactants are 33.9, C(CCC)N1C(N(N=CC1=O)C1=CC=C(C=C1)[N+](=O)[O-])=O (4-butyl-2-(4-nitrophenyl)-1,2,4-triazine-3,5(2H,4H)-dione), S1C=CC=C1 (thiophene), COCCO (2-methoxyethanol), [H][H] (hydrogen). Reagents/catalysts: [Pd] (palladium-on-charcoal). The solvent is CO (methanol). The product is 29, NC1=CC=C(C=C1)N1N=CC(N(C1=O)CCCC)=O (2-(4-aminophenyl)-4-butyl-1,2,4-triazine-3,5(2H,4H)-dione). Yield: 92.8%. RXN SMILES: [CH2:1]([N:5]1[C:10](=[O:11])[CH:9]=[N:8][N:7]([C:12]2[CH:17]=[CH:16][C:15]([N+:18]([O-])=O)=[CH:14][CH:13]=2)[C:6]1=[O:21])[CH2:2][CH2:3][CH3:4].S1C=CC=C1.COCCO.[H][H]>CO.[Pd]>[NH2:18][C:15]1[CH:14]=[CH:13][C:12]([N:7]2[C:6](=[O:21])[N:5]([CH2:1][CH2:2][CH2:3][CH3:4])[C:10](=[O:11])[CH:9]=[N:8]2)=[CH:17][CH:16]=1. Procedure: A mixture of 33.9 parts of 4-butyl-2-(4-nitrophenyl)-1,2,4-triazine-3,5(2H,4H)-dione, 2 parts of a solution of thiophene in methanol 4% and 400 parts of 2-methoxyethanol was hydrogenated at normal pressure and at room temperature with 3 parts of palladium-on-charcoal catalyst 10%. After the calculated amount of hydrogen was taken up, the catalyst was filtered off and the filtrate was evaporated, yielding 29 parts (92.8%) of 2-(4-aminophenyl)-4-butyl-1,2,4-triazine-3,5(2H,4H)-dione as a residue (... The reactants are CCOC(=O)c1nn(C)cc1-c1ccc(F)cc1, [Na+], [OH-], O. The product is Cn1cc(-c2ccc(F)cc2)c(C(=O)O)n1. As a reaction SMILES: [F:1][c:2]1[cH:3][cH:4][c:5](-[c:8]2[c:9]([C:14](=[O:15])[O:16][CH2:17][CH3:18])[n:10][n:11]([CH3:13])[cH:12]2)[cH:6][cH:7]1.[Na+:20].[OH-:19].[OH2:21]>>[F:1][c:2]1[cH:3][cH:4][c:5](-[c:8]2[c:9]([C:14](=[O:15])[OH:16])[n:10][n:11]([CH3:13])[cH:12]2)[cH:6][cH:7]1. The reactants are CC(C)CC(CN=[N+]=[N-])NC(=O)OC(C)(C)C, ClCCl, O=C(O)C(F)(F)F. Yields the product CC(C)CC(N)CN=[N+]=[N-]. RXN SMILES: [C:1]([O:2][C:3](=[O:4])[NH:7][CH:8]([CH2:9][CH:10]([CH3:11])[CH3:12])[CH2:13][N:14]=[N+:15]=[N-:16])([CH3:5])([CH3:6])[CH3:17].[Cl:25][CH2:26][Cl:27].[F:18][C:19]([F:20])([F:21])[C:22]([OH:23])=[O:24]>>[NH2:7][CH:8]([CH2:9][CH:10]([CH3:11])[CH3:12])[CH2:13][N:14]=[N+:15]=[N-:16]. The reactants are C(#N)C1=CC(=C(C=C1)NC(=O)C1C(C2(C(N1)CC(C)(C)C)C(NC1=CC(=CC=C12)Cl)=O)C1=CC(=CC(=C1)F)Cl)OC (rac-(2′S,3′R,4′R,5′R)-6-chloro-4′-(3-chloro-5-fluoro-phenyl)-2′-(2,2-dimethyl-propyl)-2-oxo-1,2-dihydro-spiro[indole-3,3′-pyrrolidine]-5′-carboxylic acid (4-cyano-2-methoxy-phenyl)-amide), OO (H2O2), [OH-].[Na+] (NaOH). The solvent is CS(=O)C (DMSO). Reaction conditions: temperature 10 celsius, time 1 hour. Product: C(N)(=O)C1=CC(=C(C=C1)NC(=O)C1C(C2(C(N1)CC(C)(C)C)C(NC1=CC(=CC=C12)Cl)=O)C1=CC(=CC(=C1)F)Cl)OC (rac-(2′S,3′R,4′R,5′R)-6-chloro-4′-(3-chloro-5-fluoro-phenyl)-2′-(2,2-dimethyl-propyl)-2-oxo-1,2-dihydro-spiro[indole-3,3′-pyrrolidine]-5′-carboxylic acid (4-carbamoyl-2-methoxy-phenyl)-amide). Yield: 105.9%. Reaction SMILES: [C:1]([C:3]1[CH:8]=[CH:7][C:6]([NH:9][C:10]([CH:12]2[NH:16][CH:15]([CH2:17][C:18]([CH3:21])([CH3:20])[CH3:19])[C:14]3([C:29]4[C:24](=[CH:25][C:26]([Cl:30])=[CH:27][CH:28]=4)[NH:23][C:22]3=[O:31])[CH:13]2[C:32]2[CH:37]=[C:36]([F:38])[CH:35]=[C:34]([Cl:39])[CH:33]=2)=[O:11])=[C:5]([O:40][CH3:41])[CH:4]=1)#[N:2].[OH:42]O.[OH-].[Na+]>CS(C)=O>[C:1]([C:3]1[CH:8]=[CH:7][C:6]([NH:9][C:10]([CH:12]2[NH:16][CH:15]([CH2:17][C:18]([CH3:21])([CH3:20])[CH3:19])[C:14]3([C:29]4[C:24](=[CH:25][C:26]([Cl:30])=[CH:27][CH:28]=4)[NH:23][C:22]3=[O:31])[CH:13]2[C:32]2[CH:37]=[C:36]([F:38])[CH:35]=[C:34]([Cl:39])[CH:33]=2)=[O:11])=[C:5]([O:40][CH3:41])[CH:4]=1)(=[O:42])[NH2:2] |f:2.3|. Procedure: To the solution of rac-(2′S,3′R,4′R,5′R)-6-chloro-4′-(3-chloro-5-fluoro-phenyl)-2′-(2,2-dimethyl-propyl)-2-oxo-1,2-dihydro-Spiro[indole-3,3′-pyrrolidine]-5′-carboxylic acid (4-cyano-2-methoxy-phenyl)-amide (0.14 g, 0.2 mmol) prepared in Example 114 in DMSO (1 mL) at 0° C. was added an aqueous solution (30% Aldrich) of H2O2 (0.4 g, 3.5 mmol), then aqueous solution (1N) of NaOH (1.2 mL, 1.2 mmol) was added dropwise. The reaction mixture was stirred at 10° C. for 1 h. The mixture was partitioned be...